Dataset: the Open Reaction Database (ORD), a public repository of structured organic reaction records. Task: describe an organic reaction: reactants, conditions, products, and yield Reported procedure: A stirred mixture of 2-[4-(6-fluoro-1,2-benzisoxazol-3-yl)-1-piperidinyl]ethylamine (2.63 g, 0.01 mole) and 4-chlorophthalic anhydride (1.82 g, 0.01 mole) in dichloromethane (100 ml) is stirred at room temperature for 3 hours. The solvent is removed under reduced pressure and the residual material is purified by flash chromatography. The product was purified further by recrystallization to give N-[2-[4-(6-fluoro-1,2-benzisoxazol-3-yl)-1-piperidinyl]ethyl]-4-chlorophthalimide. Conditions: time 3 hour. Yields the product FC1=CC2=C(C(=NO2)C2CCN(CC2)CCN2C(C=3C(C2=O)=CC(=CC3)Cl)=O)C=C1 (N-[2-[4-(6-fluoro-1,2-benzisoxazol-3-yl)-1-piperidinyl]ethyl]-4-chlorophthalimide). RXN SMILES: [F:1][C:2]1[CH:19]=[CH:18][C:5]2[C:6]([CH:9]3[CH2:14][CH2:13][N:12]([CH2:15][CH2:16][NH2:17])[CH2:11][CH2:10]3)=[N:7][O:8][C:4]=2[CH:3]=1.[Cl:20][C:21]1[CH:22]=[C:23]2[C:28](=O)[O:27][C:25](=[O:26])[C:24]2=[CH:30][CH:31]=1>ClCCl>[F:1][C:2]1[CH:19]=[CH:18][C:5]2[C:6]([CH:9]3[CH2:14][CH2:13][N:12]([CH2:15][CH2:16][N:17]4[C:28](=[O:27])[C:23]5=[CH:22][C:21]([Cl:20])=[CH:31][CH:30]=[C:24]5[C:25]4=[O:26])[CH2:11][CH2:10]3)=[N:7][O:8][C:4]=2[CH:3]=1. Reactants: FC1=CC2=C(C(=NO2)C2CCN(CC2)CCN)C=C1 (2-[4-(6-fluoro-1,2-benzisoxazol-3-yl)-1-piperidinyl]ethylamine), ClC=1C=C2C(C(=O)OC2=O)=CC1 (4-chlorophthalic anhydride). Run in ClCCl (dichloromethane). The reactants are O=C([O-])[O-], C1COCCN1, CN(C)C=O, COc1ccc(Oc2ccnc3cc(OCCCCl)c(OC)cc23)c(C(C)=O)c1, [K+], [K+], O. Yields the product COc1ccc(Oc2ccnc3cc(OCCCN4CCOCC4)c(OC)cc23)c(C(C)=O)c1. RXN SMILES: [C:36](=[O:37])([O-:38])[O-:39].[CH2:30]1[CH2:31][O:32][CH2:33][CH2:34][NH:35]1.[CH3:43][N:44]([CH3:45])[CH:46]=[O:47].[Cl:1][CH2:2][CH2:3][CH2:4][O:5][c:6]1[c:7]([O:28][CH3:29])[cH:8][c:9]2[c:10]([O:16][c:17]3[c:18]([C:25]([CH3:26])=[O:27])[cH:19][c:20]([O:23][CH3:24])[cH:21][cH:22]3)[cH:11][cH:12][n:13][c:14]2[cH:15]1.[K+:40].[K+:41].[OH2:42]>>[CH2:2]([CH2:3][CH2:4][O:5][c:6]1[c:7]([O:28][CH3:29])[cH:8][c:9]2[c:10]([O:16][c:17]3[c:18]([C:25]([CH3:26])=[O:27])[cH:19][c:20]([O:23][CH3:24])[cH:21][cH:22]3)[cH:11][cH:12][n:13][c:14]2[cH:15]1)[N:35]1[CH2:30][CH2:31][O:32][CH2:33][CH2:34]1. The reactants are ClC=1C=C(C=CC1F)NC1=NC=NC2=CC(=C(C=C12)NC(=O)CP(OCC)(OCC)=O)O[C@@H]1COCC1 (diethyl {[4-(3-chloro-4-fluoro-phenylamino)-7-((S)-tetrahydrofuran-3-yloxy)-quinazolin-6-ylcarbamoyl]-methyl}-phosphonate), [Cl-].[Li+] (lithium chloride), [OH-].[K+] (potassium hydroxide), CN(C)CC=O.S(=O)(O)[O-] (dimethylaminoacetaldehyde hydrogen sulphite). The solvent is C(C)O (ethanol), O (water), O (water). Run at temperature -5 celsius, time 1 hour. Yields the product ClC=1C=C(C=CC1F)NC1=NC=NC2=CC(=C(C=C12)NC(\C=C\CN(C)C)=O)O[C@@H]1COCC1 ((E)-4-Dimethylamino-but-2-enoic acid-[4-(3-chloro-4-fluoro-phenylamino)-7-((S)-tetrahydrofuran-3-yloxy)-quinazolin-6-yl]-amide). RXN SMILES: [Cl:1][C:2]1[CH:3]=[C:4]([NH:9][C:10]2[C:19]3[C:14](=[CH:15][C:16]([O:32][C@H:33]4[CH2:37][CH2:36][O:35][CH2:34]4)=[C:17]([NH:20][C:21]([CH2:23]P(=O)(OCC)OCC)=[O:22])[CH:18]=3)[N:13]=[CH:12][N:11]=2)[CH:5]=[CH:6][C:7]=1[F:8].[Cl-].[Li+].[OH-].[K+].[CH3:42][N:43]([CH2:45][CH:46]=O)[CH3:44].S([O-])(O)=O>C(O)C.O>[Cl:1][C:2]1[CH:3]=[C:4]([NH:9][C:10]2[C:19]3[C:14](=[CH:15][C:16]([O:32][C@H:33]4[CH2:37][CH2:36][O:35][CH2:34]4)=[C:17]([NH:20][C:21](=[O:22])/[CH:23]=[CH:46]/[CH2:45][N:43]([CH3:44])[CH3:42])[CH:18]=3)[N:13]=[CH:12][N:11]=2)[CH:5]=[CH:6][C:7]=1[F:8] |f:1.2,3.4,5.6|. Procedure: 10 g of diethyl {[4-(3-chloro-4-fluoro-phenylamino)-7-((S)-tetrahydrofuran-3-yloxy)-quinazolin-6-ylcarbamoyl]-methyl}-phosphonate and 0.8 g lithium chloride are suspended in 60 ml of ethanol and cooled to −5° C. 11 g of 45% potassium hydroxide solution is added dropwise first of all and then 4.8 g dimethylaminoacetaldehyde-hydrogen sulphite adduct in 48 ml of water is added. The reaction solution is stirred for 1 h and then 60 ml of water are added. The suspension is suction filtered, washed wit... Reactants: NC=1C=2N(C=C(N1)C#CC(CC1=CC=C(C=C1)[N+](=O)[O-])(O)C)N=C(N2)C=2OC=CC2 (4-(8-amino-2-furan-2-yl-[1,2,4]triazolo[1,5-a]pyrazin-6-yl)-2-methyl-1-(4-nitro-phenyl)-but-3-yn-2-ol-), O.O.Cl[Sn]Cl (SnCl2.2H2O). The solvent is CN(C)C=O (DMF). Conditions: time 8 hour. Product: NC=1C=2N(C=C(N1)C#CC(CC1=CC=C(C=C1)N)(O)C)N=C(N2)C=2OC=CC2 (4-(8-Amino-2-furan-2-yl-[1,2,4]triazolo[1,5-a]pyrazin-6-yl)-1-(4-amino-phenyl)-2-methyl-but-3-yn-2-ol). Yield: 39.5%. As a reaction SMILES: [NH2:1][C:2]1[C:3]2[N:4]([N:23]=[C:24]([C:26]3[O:27][CH:28]=[CH:29][CH:30]=3)[N:25]=2)[CH:5]=[C:6]([C:8]#[C:9][C:10]([CH3:22])([OH:21])[CH2:11][C:12]2[CH:17]=[CH:16][C:15]([N+:18]([O-])=O)=[CH:14][CH:13]=2)[N:7]=1.O.O.Cl[Sn]Cl>CN(C=O)C>[NH2:1][C:2]1[C:3]2[N:4]([N:23]=[C:24]([C:26]3[O:27][CH:28]=[CH:29][CH:30]=3)[N:25]=2)[CH:5]=[C:6]([C:8]#[C:9][C:10]([CH3:22])([OH:21])[CH2:11][C:12]2[CH:13]=[CH:14][C:15]([NH2:18])=[CH:16][CH:17]=2)[N:7]=1 |f:1.2.3|. Procedure: To a solution of 4-(8-amino-2-furan-2-yl-[1,2,4]triazolo[1,5-a]pyrazin-6-yl)-2-methyl-1-(4-nitro-phenyl)-but-3-yn-2-ol-(17.7 mg, 0.044 mmol;. see Ex. 72 below which was prepared according to Example 24 above) in DMF (3 mL) was added SnCl2.2H2O (98 mg, 0.43 mmol) and the reaction was stirred at room temperature for overnight. The solvent was removed in vacuo and the residue was purified by reversed phase HPLC eluting with a water/acetonitrile gradient to yield the title compound (6.5 mg, 39%) as ...